This data is from the Open Reaction Database (ORD), a public repository of structured organic reaction records. The task is: describe an organic reaction: reactants, conditions, products, and yield Starting materials: CN(C)C=O, O=C(Cl)C(=O)Cl, O=C(O)C1CC1(F)F, Cc1cc(C(=O)Nc2cc(Oc3ccc4nc(N)nn4c3)ccc2F)n(C)n1, C1CCOC1, O. Yields the product Cc1cc(C(=O)Nc2cc(Oc3ccc4nc(NC(=O)C5CC5(F)F)nn4c3)ccc2F)n(C)n1. Reaction SMILES: [CH3:15][N:16]([CH3:17])[CH:18]=[O:19].[Cl:9][C:10]([C:11]([Cl:12])=[O:13])=[O:14].[F:1][C:2]1([F:8])[CH:3]([C:5](=[O:6])[OH:7])[CH2:4]1.[NH2:20][c:21]1[n:22][n:23]2[c:24]([cH:25][cH:26][c:27]([O:29][c:30]3[cH:31][cH:32][c:33]([F:46])[c:34]([NH:36][C:37](=[O:38])[c:39]4[cH:40][c:41]([CH3:45])[n:42][n:43]4[CH3:44])[cH:35]3)[cH:28]2)[n:47]1.[O:48]1[CH2:49][CH2:50][CH2:51][CH2:52]1.[OH2:53]>>[F:1][C:2]1([F:8])[CH:3]([C:5](=[O:6])[NH:20][c:21]2[n:22][n:23]3[c:24]([cH:25][cH:26][c:27]([O:29][c:30]4[cH:31][cH:32][c:33]([F:46])[c:34]([NH:36][C:37](=[O:38])[c:39]5[cH:40][c:41]([CH3:45])[n:42][n:43]5[CH3:44])[cH:35]4)[cH:28]3)[n:47]2)[CH2:4]1. Starting materials: COC(CCCN(CC1=CC(=CC=C1)Cl)C(=O)[C@@]1(N(CC1)C(=O)C=1C2=C(SC1)C=CC=C2)C)=O (4-[[(R)-1-(benzo[b]thiophene-3-carbonyl)-2-methyl-azetidine-2-carbonyl]-(3-chloro-benzyl)-amino]-butyric acid methyl ester), Intermediate 112, [OH-].[Na+] (NaOH). Run in CO (MeOH). Reaction conditions: temperature 20 celsius, time 15 hour. Product: S1C2=C(C(=C1)C(=O)N1[C@](CC1)(C(=O)N(CCCC(=O)O)CC1=CC(=CC=C1)Cl)C)C=CC=C2 (4-[[(R)-1-(benzo[b]thiophene-3-carbonyl)-2-methyl-azetidine-2-carbonyl]-(3-chloro-benzyl)-amino]-butyric acid). The yield is 97.0%. RXN SMILES: C[O:2][C:3](=[O:34])[CH2:4][CH2:5][CH2:6][N:7]([C:16]([C@@:18]1([CH3:33])[CH2:21][CH2:20][N:19]1[C:22]([C:24]1[C:25]2[CH:32]=[CH:31][CH:30]=[CH:29][C:26]=2[S:27][CH:28]=1)=[O:23])=[O:17])[CH2:8][C:9]1[CH:14]=[CH:13][CH:12]=[C:11]([Cl:15])[CH:10]=1.[OH-].[Na+]>CO>[S:27]1[CH:28]=[C:24]([C:22]([N:19]2[CH2:20][CH2:21][C@:18]2([CH3:33])[C:16]([N:7]([CH2:8][C:9]2[CH:14]=[CH:13][CH:12]=[C:11]([Cl:15])[CH:10]=2)[CH2:6][CH2:5][CH2:4][C:3]([OH:34])=[O:2])=[O:17])=[O:23])[C:25]2[CH:32]=[CH:31][CH:30]=[CH:29][C:26]1=2 |f:1.2|. Procedure details: To a solution of 4-[[(R)-1-(benzo[b]thiophene-3-carbonyl)-2-methyl-azetidine-2-carbonyl]-(3-chloro-benzyl)-amino]-butyric acid methyl ester, Intermediate 112 (25 g, 1 eq.) in 750 mL of MeOH was added aqueous NaOH (2N) (75 mL, 3 eq.). The reaction was stirred at 20° C. for 15 h. The solvent was removed under reduced pressure and the crude was partitioned between water and EtOAc. The organic layer was discarded. The aqueous layer was acidified by addition of HCl (2N) until pH=2 and thoroughly extr... The reactants are C(#N)[BH3-].[Na+] (Sodium cyanoborohydride), C=O (formaldehyde), O (water), NC=1C=CC(=C(C1)C1=NC=C(C(N1)=O)C1=NN=NN1)OCCC (2-(5-amino-2-n-propoxyphenyl)-5-(5-1H-tetrazolyl)pyrimidin-4(3H)-one). The solvent is C(C)#N (acetonitrile), C(C)(=O)O (acetic acid). Reaction conditions: time 15 minute. Yields the product CN(C=1C=CC(=C(C1)C1=NC=C(C(N1)=O)C1=NN=NN1)OCCC)C (2-(5-Dimethylamino-2-n-propoxyphenyl)-5-(5-1H-tetrazolyl)pyrimidin-4(3H)-on). Isolated yield 35.0%. RXN SMILES: N[C:2]1[CH:3]=[CH:4][C:5]([O:20][CH2:21][CH2:22][CH3:23])=[C:6]([C:8]2[NH:13][C:12](=[O:14])[C:11]([C:15]3[NH:19][N:18]=[N:17][N:16]=3)=[CH:10][N:9]=2)[CH:7]=1.[CH2:24]=O.O.[C:27]([BH3-])#[N:28].[Na+]>C(#N)C.C(O)(=O)C>[CH3:24][N:28]([CH3:27])[C:2]1[CH:3]=[CH:4][C:5]([O:20][CH2:21][CH2:22][CH3:23])=[C:6]([C:8]2[NH:13][C:12](=[O:14])[C:11]([C:15]3[NH:19][N:18]=[N:17][N:16]=3)=[CH:10][N:9]=2)[CH:7]=1 |f:3.4|. Procedure details: To a suspension of 2-(5-amino-2-n-propoxyphenyl)-5-(5-1H-tetrazolyl)pyrimidin-4(3H)-one (0.50 g., 1.6 mmoles) in acetonitrile (40 ml.) was added 37% formaldehyde in water (1.32 ml., 16.0 mmoles). Sodium cyanoborohydride (0.302 g., 4.8 mmoles) was then added followed by glacial acetic acid (1.67 ml. The suspension was stirred at room temperature for 15 minutes and then heated under reflux for 3 hours. The mixture was cooled in an icebath. The precipitate was recrystallized from acetonitrile to gi... The reactants are N1C(=CC=2C1=CN=CC2)C(C)=O (1-(1H-pyrrolo[2,3-c]pyridin-2-yl)ethanone), C(=N)(N)NN.Cl (aminoguanidine hydrochloride). The solvent is C(C)O (ethanol), Cl (HCl). Product: Cl.Cl.N1C(=CC=2C1=CN=CC2)C(C)=NNC(=N)N ([[1-(1H-pyrrolo[2,3-c]pyridin-2-yl)ethylidene]amino]guanidine dihydrochloride). Isolated yield 161.8%. As a reaction SMILES: [NH:1]1[C:5]2=[CH:6][N:7]=[CH:8][CH:9]=[C:4]2[CH:3]=[C:2]1[C:10](=O)[CH3:11].[C:13]([NH:16][NH2:17])([NH2:15])=[NH:14].[ClH:18]>C(O)C.Cl>[ClH:18].[ClH:18].[NH:1]1[C:5]2=[CH:6][N:7]=[CH:8][CH:9]=[C:4]2[CH:3]=[C:2]1[C:10](=[N:17][NH:16][C:13]([NH2:15])=[NH:14])[CH3:11] |f:1.2,5.6.7|. Reported procedure: A mixture of 1-(1H-pyrrolo[2,3-c]pyridin-2-yl)ethanone (Example 70) (90 mg, 0.56 mmol) and aminoguanidine hydrochloride (65 mg, 0.59 mmol) in ethanol (5.6 mL) and 6 N HCl (0.47 mL) was heated under reflux for 1.5 h. The reaction mixture was cooled to room temperature and the precipitate was filtered, rinsed with ethanol and diethyl ether, and dried under vacuum at 45° C. to provide [[1-(1H-pyrrolo[2,3-c]pyridin-2-yl)ethylidene]amino]guanidine dihydrochloride (138 mg, 86%) as a white solid: mp 31... The reactants are ClC(C(O)O)(Cl)Cl (chloral hydrate), C1(=CC=C(C=C1)S(=O)(=O)NN)C (p-toluenesulfonylhydrazine). Solvent: CO (methanol). Conditions: time 40 minute. Product: C1(=CC=C(C=C1)S(=O)(=O)NN=CC(Cl)(Cl)Cl)C (trichloroacetaldehyde-p-toluenesulfonylhydrazone). As a reaction SMILES: [Cl:1][C:2]([Cl:7])([Cl:6])[CH:3](O)O.[C:8]1([CH3:19])[CH:13]=[CH:12][C:11]([S:14]([NH:17][NH2:18])(=[O:16])=[O:15])=[CH:10][CH:9]=1>CO>[C:8]1([CH3:19])[CH:9]=[CH:10][C:11]([S:14]([NH:17][N:18]=[CH:3][C:2]([Cl:7])([Cl:6])[Cl:1])(=[O:15])=[O:16])=[CH:12][CH:13]=1. Reported procedure: In 20 ml of methanol were dissolved 3.98 g (24 mmole) of chloral hydrate and 3.72 g (20 mmole) of p-toluenesulfonylhydrazine, and the mixture was stirred at room temperature for 40 minutes to form trichloroacetaldehyde-p-toluenesulfonylhydrazone.